This data is from the Open Reaction Database (ORD), a public repository of structured organic reaction records. The task is: describe an organic reaction: reactants, conditions, products, and yield Starting materials: N[C@H](C(=O)O)CC1=CC=C(C=C1)OCCC=1N=C(OC1C)C1=CC=CC=C1 ((2S)-2-amino-3-{4-[2-(5-methyl-2-phenyl-1,3oxazol-4-yl)ethoxy]phenyl}propanoic acid), CC=1C=C(C=CC1)C(CC(C)=O)=O (1(3methylphenyl)-1,3-butanedione). Product: C/C(=C/C(=O)C1=CC(=CC=C1)C)/N[C@H](C(=O)O)CC1=CC=C(C=C1)OCCC=1N=C(OC1C)C1=CC=CC=C1 ((2S)-2-{[(Z)-1-methyl-3-(3-methylphenyl)-3-oxo-1-propenyl]amino}-3-{4-[2-(5-methyl-2-phenyl-1,3-oxazol-4-yl)ethoxy]phenyl}propanoic acid), Example 46. RXN SMILES: [NH2:1][C@@H:2]([CH2:6][C:7]1[CH:12]=[CH:11][C:10]([O:13][CH2:14][CH2:15][C:16]2[N:17]=[C:18]([C:22]3[CH:27]=[CH:26][CH:25]=[CH:24][CH:23]=3)[O:19][C:20]=2[CH3:21])=[CH:9][CH:8]=1)[C:3]([OH:5])=[O:4].[CH3:28][C:29]1[CH:30]=[C:31]([C:35](=[O:40])[CH2:36][C:37](=O)[CH3:38])[CH:32]=[CH:33][CH:34]=1>>[CH3:38]/[C:37](/[NH:1][C@@H:2]([CH2:6][C:7]1[CH:12]=[CH:11][C:10]([O:13][CH2:14][CH2:15][C:16]2[N:17]=[C:18]([C:22]3[CH:27]=[CH:26][CH:25]=[CH:24][CH:23]=3)[O:19][C:20]=2[CH3:21])=[CH:9][CH:8]=1)[C:3]([OH:5])=[O:4])=[CH:36]/[C:35]([C:31]1[CH:32]=[CH:33][CH:34]=[C:29]([CH3:28])[CH:30]=1)=[O:40]. Procedure: The title compound was prepared (as described above for the preparation of Example 2) from 100 mg (0.27 mmol) of Intermediate 45 and 48 mg (0.27 mmol) of Intermediate 21 to yield 104 mg of Example 46. 1H NMR (DMSO-d6, 400 MHz) δ11.47 (d, 1H, J=9.06), 7.95 (m. 2H), 7.65 (m, 2H), 7.54 (m, 3H), 7.31 (m, 2H), 7.19 (d, 2H, J=8.51), 6.88 (d, 2H, J=8.51), 5.64 (s, 1H), 4.23 (m, 1H), 4.23 (m, 3H), 3.21 (m, 1H), 2.96 (m, 2H), 2.86 (m, 1H), 2.60 (s, 3H), 1.80 (s, 3H); low resolution MS (ES) m/e 525.2 (MH+... Starting materials: ClC=1C=C2C(=NC1C1=CC=C(C=C1)C1=CC=CC=C1)N=C(N2)O[C@@H]2CO[C@H]1[C@@H]2OC[C@H]1O ((3R,3aR,6R,6aR)-6-[[6-chloro-5-(4-phenylphenyl)-1H-imidazo[4,5-b]pyridin-2-yl]oxy]-2,3,3a,5,6,6a-hexahydrofuro[3,2-b]furan-3-ol), CC(=O)OI1(C=2C=CC=CC2C(=O)O1)(OC(=O)C)OC(=O)C (Dess-Martin Periodinane), CC(=O)OI1(C=2C=CC=CC2C(=O)O1)(OC(=O)C)OC(=O)C (Dess-Martin Periodinane), C(=O)(O)[O-].[Na+] (NaHCO3), CC(=O)OI1(C=2C=CC=CC2C(=O)O1)(OC(=O)C)OC(=O)C (Dess-Martin Periodinane), CC(=O)OI1(C=2C=CC=CC2C(=O)O1)(OC(=O)C)OC(=O)C (Dess-Martin Periodinane), [OH-].[Na+] (NaOH), S(=S)(=O)([O-])[O-].[Na+].[Na+] (Sodium thiosulfate). Run in C(Cl)Cl (DCM), C(Cl)Cl (DCM), C(Cl)Cl.CO (DCM MeOH), C(Cl)Cl (DCM), O (water). Reaction conditions: time 5.5 hour. The product is ClC=1C=C2C(=NC1C1=CC=C(C=C1)C1=CC=CC=C1)N=C(N2)O[C@H]2[C@@H]1[C@H](OC2)C(CO1)=O ((3R,3aR,6aS)-3-[[6-chloro-5-(4-phenylphenyl)-1H-imidazo[4,5-b]pyridin-2-yl]oxy]-2,3,3a,6a-tetrahydrofuro[3,2-b]furan-6-one). RXN SMILES: [Cl:1][C:2]1[CH:3]=[C:4]2[NH:22][C:21]([O:23][C@H:24]3[C@H:28]4[O:29][CH2:30][C@@H:31]([OH:32])[C@H:27]4[O:26][CH2:25]3)=[N:20][C:5]2=[N:6][C:7]=1[C:8]1[CH:13]=[CH:12][C:11]([C:14]2[CH:19]=[CH:18][CH:17]=[CH:16][CH:15]=2)=[CH:10][CH:9]=1.CC(OI1(OC(C)=O)(OC(C)=O)OC(=O)C2C=CC=CC1=2)=O.S([O-])([O-])(=O)=S.[Na+].[Na+].[OH-].[Na+].C([O-])(O)=O.[Na+]>C(Cl)Cl.C(Cl)Cl.CO.O>[Cl:1][C:2]1[CH:3]=[C:4]2[NH:22][C:21]([O:23][C@@H:24]3[CH2:25][O:26][C@@H:27]4[C:31](=[O:32])[CH2:30][O:29][C@H:28]34)=[N:20][C:5]2=[N:6][C:7]=1[C:8]1[CH:13]=[CH:12][C:11]([C:14]2[CH:15]=[CH:16][CH:17]=[CH:18][CH:19]=2)=[CH:10][CH:9]=1 |f:2.3.4,5.6,7.8,10.11|. Reported procedure: Combined (3R,3aR,6R,6aR)-6-[[6-chloro-5-(4-phenylphenyl)-1H-imidazo[4,5-b]pyridin-2-yl]oxy]-2,3,3a,5,6,6a-hexahydrofuro[3,2-b]furan-3-ol (5.00 g, 11.11 mmol) and Dess-Martin Periodinane 0.3 M in DCM (49.0 ml, 14.70 mmol) in a 250 ml flask. The reaction mixture was stirred at room temperature. After 5.5 hours, additional Dess-Martin Periodinane (2.3407 g, 5.52 mmol) in DCM (18.0 ml) was added to the reaction mixture. After an additional 20 hours, additional Dess-Martin Periodinane (1.01 g, 2.38 m... Starting materials: Cl.ClCCN(CCCl)CC1=CC=CC=C1 (N,N-bis-(2-chloroethyl)benzylamine hydrochloric acid salt), N1=CC(=CC=C1)CC#N (pyrid-3-ylacetonitrile). Reagents/catalysts: [Br-].C(CCCCCCCCCCCCCCC)[P+](CCCC)(CCCC)CCCC (hexadecyltributylphosphonium bromide). Run in [OH-].[Na+] (sodium hydroxide). Reaction conditions: time 1.5 hour. Yields the product Cl.C(C1=CC=CC=C1)N1CCC(CC1)(C#N)C=1C=NC=CC1 (1-benzyl-4-(pyrid-3-yl)-4-cyanopiperidine hydrochloric acid salt). RXN SMILES: Cl.[Cl:2][CH2:3][CH2:4][N:5]([CH2:9][C:10]1[CH:15]=[CH:14][CH:13]=[CH:12][CH:11]=1)[CH2:6][CH2:7]Cl.[N:16]1[CH:21]=[CH:20][CH:19]=[C:18]([CH2:22][C:23]#[N:24])[CH:17]=1>[Br-].C([P+](CCCC)(CCCC)CCCC)CCCCCCCCCCCCCCC.[OH-].[Na+]>[ClH:2].[CH2:9]([N:5]1[CH2:6][CH2:7][C:22]([C:18]2[CH:17]=[N:16][CH:21]=[CH:20][CH:19]=2)([C:23]#[N:24])[CH2:3][CH2:4]1)[C:10]1[CH:15]=[CH:14][CH:13]=[CH:12][CH:11]=1 |f:0.1,3.4,5.6,7.8|. Reported procedure: Combine N,N-bis-(2-chloroethyl)benzylamine hydrochloric acid salt (72.0 g, 269 mmol) and pyrid-3-ylacetonitrile (31.8 g, 269 mmol) and hexadecyltributylphosphonium bromide (6 g) in aqueous solution of sodium hydroxide (50% by weight, 400 mL). Heat on a steam bath and stir vigorously. After 1.5 hours, cool the reaction mixture to ambient temperature. Extract the reaction mixture three times with dichloromethane. Combine the organic layers and extract twice with an aqueous 10% hydrochloric acid so... Starting materials: COC[C@H](C)NC1=C(C=C2C(C(N(C2=C1)C)=O)(C)C)NC(=O)C1=CN(C(C(=C1)C)=O)C (1,5-Dimethyl-6-oxo-1,6-dihydro-pyridine-3-carboxylic acid [6-((S)-2-methoxy-1-methyl-ethylamino)-1,3,3-trimethyl-2-oxo-2,3-dihydro-1H-indol-5-yl]-amide). Run in C(C)(=O)O (acetic acid). Reaction conditions: temperature 150 celsius, time 1 hour. Yields the product CN1C=C(C=C(C1=O)C)C=1N(C=2C(=CC=3C(C(N(C3C2)C)=O)(C)C)N1)[C@H](COC)C (2-(1,5-Dimethyl-6-oxo-1,6-dihydro-pyridin-3-yl)-3-((S)-2-methoxy-1-methyl-ethyl)-5,7,7-trimethyl-5,7-dihydro-3H-imidazo[4,5-f]indol-6-one). As a reaction SMILES: [CH3:1][O:2][CH2:3][C@@H:4]([NH:6][C:7]1[CH:15]=[C:14]2[C:10]([C:11]([CH3:19])([CH3:18])[C:12](=[O:17])[N:13]2[CH3:16])=[CH:9][C:8]=1[NH:20][C:21]([C:23]1[CH:28]=[C:27]([CH3:29])[C:26](=[O:30])[N:25]([CH3:31])[CH:24]=1)=O)[CH3:5]>C(O)(=O)C>[CH3:31][N:25]1[C:26](=[O:30])[C:27]([CH3:29])=[CH:28][C:23]([C:21]2[N:6]([C@@H:4]([CH3:5])[CH2:3][O:2][CH3:1])[C:7]3[C:8]([N:20]=2)=[CH:9][C:10]2[C:11]([CH3:19])([CH3:18])[C:12](=[O:17])[N:13]([CH3:16])[C:14]=2[CH:15]=3)=[CH:24]1. Procedure details: 1,5-Dimethyl-6-oxo-1,6-dihydro-pyridine-3-carboxylic acid [6-((S)-2-methoxy-1-methyl-ethylamino)-1,3,3-trimethyl-2-oxo-2,3-dihydro-1H-indol-5-yl]-amide I-1′ (110 mg; 0.26 mmol) is dissolved in 2 ml acetic acid and stirred at 150° C. for 1 h. The solvent is evaporated and the crude product is purified using reversed phase chromatography (Method: prep. HPLC1).